Dataset: the Open Reaction Database (ORD), a public repository of structured organic reaction records. Task: describe an organic reaction: reactants, conditions, products, and yield Reactants: NC1=CC=CC=C1 (aniline), C(=O)NC1=CC=CC=C1.[Na] (sodium formanilide), Cl (hydrochloric acid), C(=O)NC1=CC=CC=C1.[Na] (sodium formanilide), CO (methanol). The solvent is C=1(C(=CC=CC1)C)C (xylene). Run at temperature 100 celsius. Yields the product C(=O)NC1=CC=CC=C1 (Formanilide). As a reaction SMILES: NC1C=CC=CC=1.[CH:8]([NH:10][C:11]1[CH:16]=[CH:15][CH:14]=[CH:13][CH:12]=1)=[O:9].[Na].CO.Cl>C1(C)C(C)=CC=CC=1>[CH:8]([NH:10][C:11]1[CH:16]=[CH:15][CH:14]=[CH:13][CH:12]=1)=[O:9] |f:1.2,^1:16|. Procedure details: To the reactor described in Example 1, there is placed 84 grams (0.9 mole) of aniline, 14 grams (0.1 mole) of sodium formanilide and 150 grams of methanol. The autoclave is closed and purged with carbon monoxide. The temperature of the autoclave is raised to 100° C. with atmospheric steam and carbon monoxide introduced at 28 kg/cm2 pressure for 31/2 hours. The reaction mixture is then cooled and vented, and the methanol removed by distillation. Xylene is added and the xylene solution washed with...